This data is from the Open Reaction Database (ORD), a public repository of structured organic reaction records. The task is: describe an organic reaction: reactants, conditions, products, and yield Reactants: CCOC(=O)CCc1cn(Cc2cccc(OCc3nc(-c4ccccc4)oc3C)n2)nc1OCC, CCO, Cl, [Na+], C1CCOC1, [OH-]. The product is CCOc1nn(Cc2cccc(OCc3nc(-c4ccccc4)oc3C)n2)cc1CCC(=O)O. Reaction SMILES: [CH2:1]([CH3:2])[O:3][c:4]1[n:5][n:6]([CH2:16][c:17]2[n:18][c:19]([O:23][CH2:24][c:25]3[n:26][c:27](-[c:31]4[cH:32][cH:33][cH:34][cH:35][cH:36]4)[o:28][c:29]3[CH3:30])[cH:20][cH:21][cH:22]2)[cH:7][c:8]1[CH2:9][CH2:10][C:11](=[O:12])[O:13][CH2:14][CH3:15].[CH3:45][CH2:46][OH:47].[ClH:44].[Na+:38].[O:39]1[CH2:40][CH2:41][CH2:42][CH2:43]1.[OH-:37]>>[CH2:1]([CH3:2])[O:3][c:4]1[n:5][n:6]([CH2:16][c:17]2[n:18][c:19]([O:23][CH2:24][c:25]3[n:26][c:27](-[c:31]4[cH:32][cH:33][cH:34][cH:35][cH:36]4)[o:28][c:29]3[CH3:30])[cH:20][cH:21][cH:22]2)[cH:7][c:8]1[CH2:9][CH2:10][C:11](=[O:12])[OH:13]. The reactants are Nc1ccc2ncccc2c1, O=C=Nc1ccc(Oc2ccccc2)cc1. The product is O=C(Nc1ccc(Oc2ccccc2)cc1)Nc1ccc2ncccc2c1. RXN SMILES: [NH2:1][c:2]1[cH:3][c:4]2[cH:5][cH:6][cH:7][n:8][c:9]2[cH:10][cH:11]1.[O:12]([c:13]1[cH:14][cH:15][cH:16][cH:17][cH:18]1)[c:19]1[cH:20][cH:21][c:22]([N:25]=[C:26]=[O:27])[cH:23][cH:24]1>>[NH:1]([c:2]1[cH:3][c:4]2[cH:5][cH:6][cH:7][n:8][c:9]2[cH:10][cH:11]1)[C:26]([NH:25][c:22]1[cH:21][cH:20][c:19]([O:12][c:13]2[cH:14][cH:15][cH:16][cH:17][cH:18]2)[cH:24][cH:23]1)=[O:27]. Reaction SMILES: [CH2:1]([c:2]1[cH:3][cH:4][cH:5][cH:6][cH:7]1)[N:8]1[CH2:9][CH2:10][CH:11]([NH:14][CH2:15][c:16]2[c:17]([NH:23][C:24]([O:25][C:26]([CH3:27])([CH3:28])[CH3:29])=[O:30])[c:18]([F:22])[cH:19][cH:20][cH:21]2)[CH2:12][CH2:13]1.[cH:31]1[cH:32][cH:33][n:34][cH:35][cH:36]1>>[CH2:1]([c:2]1[cH:3][cH:4][cH:5][cH:6][cH:7]1)[N:8]1[CH2:9][CH2:10][CH:11]([N:14]2[CH2:15][c:16]3[c:17]([c:18]([F:22])[cH:19][cH:20][cH:21]3)[NH:23][C:24]2=[O:30])[CH2:12][CH2:13]1. Reactants: CC(C)(C)OC(=O)Nc1c(F)cccc1CNC1CCN(Cc2ccccc2)CC1, c1ccncc1. The product is O=C1Nc2c(F)cccc2CN1C1CCN(Cc2ccccc2)CC1. Starting materials: CC1(OCC2(CO1)OC1=CC=C(C=C1C(C2)=O)C=2C=C(C#N)C=CC2)C (3-(2′,2′-dimethyl-4-oxospiro[chroman-2,5′-[1,3]dioxane]-6-yl)benzonitrile), ice water, C[Si](C)(C)N=C=N[Si](C)(C)C (bis-trimethylsilylcarbodiimide). The reagents and catalysts are Cl[Ti](Cl)(Cl)Cl (TiCl4). Solvent: C(Cl)Cl (DCM). Reaction conditions: time 1 hour. Product: C(#N)C=1C=C(C=CC1)C=1C=C2\C(\CC(OC2=CC1)(CO)CO)=N\C#N ((E)-N-(6-(3-cyanophenyl)-2,2-bis(hydroxymethyl)chroman-4-ylidene)cyanamide). Yield: 109.1%. Reaction SMILES: CC1(C)[O:7][CH2:6][C:5]2([CH2:16][C:15](=O)[C:14]3[C:9](=[CH:10][CH:11]=[C:12]([C:18]4[CH:19]=[C:20]([CH:23]=[CH:24][CH:25]=4)[C:21]#[N:22])[CH:13]=3)[O:8]2)[CH2:4][O:3]1.C[Si]([N:31]=[C:32]=[N:33][Si](C)(C)C)(C)C>C(Cl)Cl.Cl[Ti](Cl)(Cl)Cl>[C:21]([C:20]1[CH:19]=[C:18]([C:12]2[CH:13]=[C:14]3[C:9](=[CH:10][CH:11]=2)[O:8][C:5]([CH2:6][OH:7])([CH2:4][OH:3])[CH2:16]/[C:15]/3=[N:33]\[C:32]#[N:31])[CH:25]=[CH:24][CH:23]=1)#[N:22]. Procedure: To a solution of 3-(2′,2′-dimethyl-4-oxospiro[chroman-2,5′-[1,3]dioxane]-6-yl)benzonitrile (155 mg, 0.44 mmol) in anhydrous DCM (10 mL) under N2 atmosphere was added 1 M TiCl4 (in DCM, 0.88 mL, 0.88 mmol) dropwise within 15 min at room temperature. The mixture was stirred for 1 h after the addition. To this mixture was added bis-trimethylsilylcarbodiimide (181 mg, 217 μL 0.97 mmol) dropwise. The resulting mixture was stirred for another 20 h after the addition. The reaction mixture was poured in... Starting materials: Cc1ccccc1, OCc1ccc(CC2CCCCC2)c(C(F)(F)F)c1, O=S(Cl)Cl. Yields the product FC(F)(F)c1cc(CCl)ccc1CC1CCCCC1. As a reaction SMILES: [CH3:24][c:25]1[cH:26][cH:27][cH:28][cH:29][cH:30]1.[CH:1]1([CH2:7][c:8]2[c:9]([C:16]([F:17])([F:18])[F:19])[cH:10][c:11]([CH2:14][OH:15])[cH:12][cH:13]2)[CH2:2][CH2:3][CH2:4][CH2:5][CH2:6]1.[S:20]([Cl:21])([Cl:22])=[O:23]>>[CH:1]1([CH2:7][c:8]2[c:9]([C:16]([F:17])([F:18])[F:19])[cH:10][c:11]([CH2:14][Cl:22])[cH:12][cH:13]2)[CH2:2][CH2:3][CH2:4][CH2:5][CH2:6]1. Reactants: [H-].[Na+] (sodium hydride), CN1CCNCC1 (N-methyl piperazine), BrC1=NC=CN=C1Br (2,3-Dibromopyrazine). Run in C1CCOC1 (THF), C1CCOC1 (THF). The product is BrC1=NC=C(N=C1)N1CCN(CC1)C (2-bromo-5-(4-methylpiperazin-1-yl)pyrazine). RXN SMILES: [H-].[Na+].[CH3:3][N:4]1[CH2:9][CH2:8][NH:7][CH2:6][CH2:5]1.Br[C:11]1[C:16]([Br:17])=[N:15][CH:14]=[CH:13][N:12]=1>C1COCC1>[Br:17][C:16]1[CH:11]=[N:12][C:13]([N:7]2[CH2:8][CH2:9][N:4]([CH3:3])[CH2:5][CH2:6]2)=[CH:14][N:15]=1 |f:0.1|. Procedure: To sodium hydride (0.20 g) taken in dry THF (15 ml), N-methyl piperazine (0.93 ml) was added under nitrogen at 0° C. 2,3-Dibromopyrazine (2 g) taken in 15 ml dry THF was added to the above mixture at 0° C. The reaction mixture was allowed to reflux for overnight and quenched with water (5 ml). The organic layer was removed under vacuum. The resulting crude mass was purified by column chromatography to afford 2-bromo-5-(4-methylpiperazin-1-yl)pyrazine as pure product. Starting materials: CO, CSc1ccc(C#N)cc1, [O-][I+3]([O-])([O-])[O-], [Na+], C1CCOC1, O. Yields the product CS(=O)c1ccc(C#N)cc1. As a reaction SMILES: [CH3:17][OH:18].[CH3:1][S:2][c:3]1[cH:4][cH:5][c:6]([C:7]#[N:8])[cH:9][cH:10]1.[I+3:11]([O-:12])([O-:13])([O-:14])[O-:15].[Na+:16].[O:19]1[CH2:20][CH2:21][CH2:22][CH2:23]1.[OH2:24]>>[CH3:1][S:2]([c:3]1[cH:4][cH:5][c:6]([C:7]#[N:8])[cH:9][cH:10]1)=[O:12]. Reactants: BrCC1OCC2=C(O1)C=C(C=C2)S(=O)(=O)C (2-(bromomethyl)-7-(methylsulfonyl)-4H-1,3-benzodioxine), ( 7 ), ( 5 ), C(C=C)N (prop-2-en-1-amine), ( 6 ). Run in CCO (EtOH). The product is CS(=O)(=O)C=1C=CC2=C(OC(OC2)CNCC=C)C1 (N-{[7-(METHYLSULFONYL)-4H-1,3-BENZODIOXIN-2-YL]METHYL}PROP-2-EN-1-AMINE). As a reaction SMILES: Br[CH2:2][CH:3]1[O:8][C:7]2[CH:9]=[C:10]([S:13]([CH3:16])(=[O:15])=[O:14])[CH:11]=[CH:12][C:6]=2[CH2:5][O:4]1.[CH2:17]([NH2:20])[CH:18]=[CH2:19]>CCO>[CH3:16][S:13]([C:10]1[CH:11]=[CH:12][C:6]2[CH2:5][O:4][CH:3]([CH2:2][NH:20][CH2:17][CH:18]=[CH2:19])[O:8][C:7]=2[CH:9]=1)(=[O:15])=[O:14]. Procedure: Preparation according to Example 22 using 2-(bromomethyl)-7-(methylsulfonyl)-4H-1,3-benzodioxine (30 mg, 0.10 mmol), prop-2-en-1-amine (0.50 ml, 6.7 mmol) and EtOH (1.0 ml). MS m/z (rel. intensity, 70 eV) 283 (M+, 1), 123 (6), 77 (7), 71 (5), 70 (bp). Starting materials: [Cl-].[NH4+] (ammonium chloride), ClC1=C(C=O)C(=CC=C1)Cl (2,6-dichlorobenzaldehyde), triethyl phosphonoacetate, CC(C)([O-])C.[K+] (potassium tert-butoxide), C1CCOC1 (THF). Conditions: time 2 hour. Yields the product ClC1=C(C=CC(=O)OCC)C(=CC=C1)Cl (ethyl 2,6-dichlorocinnamate). The yield is 65.1%. As a reaction SMILES: [Cl:1][C:2]1[CH:9]=[CH:8][CH:7]=[C:6]([Cl:10])[C:3]=1[CH:4]=O.C[C:12]([CH3:15])([O-:14])C.[K+].[Cl-].[NH4+].C1C[O:22][CH2:21][CH2:20]1>>[Cl:1][C:2]1[CH:9]=[CH:8][CH:7]=[C:6]([Cl:10])[C:3]=1[CH:4]=[CH:20][C:21]([O:14][CH2:12][CH3:15])=[O:22] |f:1.2,3.4|. Procedure: To a solution of 2,6-dichlorobenzaldehyde (350 mg, 2.0 mmol) and triethyl phosphonoacetate (448 mg, 2.6 mmol) in THF (5 mL), potassium tert-butoxide (291 mg, 2.6 mmol) was added under ice cooling, and at the same temperature, the mixture was stirred for 2 hours. A saturated aqueous solution of ammonium chloride was added to the reaction mixture, followed by extraction with ethyl acetate. The organic layer was dried over anhydrous sodium sulfate and then concentrated under reduced pressure. Furth...